describe an organic reaction: reactants, conditions, products, and yield From a dataset of the Open Reaction Database (ORD), a public repository of structured organic reaction records. Starting materials: Brc1cccnc1, [Li]CCCC, C1CCOC1, COB(OC)OC, CCCCCC. The product is COB(OC)c1cccnc1. Reaction SMILES: [Br:6][c:7]1[cH:8][n:9][cH:10][cH:11][cH:12]1.[CH2:1]([Li:2])[CH2:3][CH2:4][CH3:5].[CH2:26]1[O:27][CH2:28][CH2:29][CH2:30]1.[CH3:13][O:14][B:15]([O:16][CH3:17])[O:18][CH3:19].[CH3:20][CH2:21][CH2:22][CH2:23][CH2:24][CH3:25]>>[c:7]1([B:15]([O:14][CH3:13])[O:16][CH3:17])[cH:8][n:9][cH:10][cH:11][cH:12]1. The reactants are C[C@]12CC[C@H]3[C@H]([C@@H]1CC[C@@H]2C(=O)NC(C)(C)C)CC[C@@H]4[C@@]3(C=CC(=O)N4)C (finasteride), [Br-].[Li+] (lithium bromide). Solvent: C(Cl)Cl (Methylene chloride). Yields the product C[C@]12CC[C@H]3[C@H]([C@@H]1CC[C@@H]2C(=O)NC(C)(C)C)CC[C@@H]4[C@@]3(C=CC(=O)N4)C.[Br-].[Li+] (Finasteride lithium Bromide). Reaction SMILES: [CH3:1][C@@:2]12[C@@H:10]([C:11]([NH:13][C:14]([CH3:17])([CH3:16])[CH3:15])=[O:12])[CH2:9][CH2:8][C@H:7]1[C@@H:6]1[CH2:18][CH2:19][C@H:20]3[NH:26][C:24](=[O:25])[CH:23]=[CH:22][C@:21]3([CH3:27])[C@H:5]1[CH2:4][CH2:3]2.[Br-:28].[Li+:29]>C(Cl)Cl>[CH3:1][C@@:2]12[C@@H:10]([C:11]([NH:13][C:14]([CH3:15])([CH3:16])[CH3:17])=[O:12])[CH2:9][CH2:8][C@H:7]1[C@@H:6]1[CH2:18][CH2:19][C@H:20]3[NH:26][C:24](=[O:25])[CH:23]=[CH:22][C@:21]3([CH3:27])[C@H:5]1[CH2:4][CH2:3]2.[Br-:28].[Li+:29] |f:1.2,4.5.6|. Reported procedure: Into a 100 ml r.b. flask equipped with a magnetic stirrer and a nitrogen inert atmosphere was weighted 3.71 gm of finasteride. Methylene chloride (20 ml) was added and the slurry astirred to dissolve the substrate. To the clear light yellow solution was added 0.87 g of anhydrous lithium bromide. The solid was washed down into the reaction with 5 ml of methylene chloride. The slurry was stirred. Within one minute add 1 drop of n-propanol from a disposable pipette. The slurry was stirred overnight... Reactants: CN1CCOCC1, CCOC(C)=O, CCc1[nH]c(C(=O)O)nc1Cl, CCOC(=O)c1sc(N2CC(N)C2)nc1C(C)C, On1nnc2ccccc21. Product: CCOC(=O)c1sc(N2CC(NC(=O)c3nc(Cl)c(CC)[nH]3)C2)nc1C(C)C. RXN SMILES: [CH3:11][N:12]1[CH2:13][CH2:14][O:15][CH2:16][CH2:17]1.[CH3:47][CH2:48][O:49][C:50](=[O:51])[CH3:52].[Cl:36][c:37]1[n:38][c:39]([C:44](=[O:45])[OH:46])[nH:40][c:41]1[CH2:42][CH3:43].[NH2:18][CH:19]1[CH2:20][N:21]([c:23]2[s:24][c:25]([C:31](=[O:32])[O:33][CH2:34][CH3:35])[c:26]([CH:28]([CH3:29])[CH3:30])[n:27]2)[CH2:22]1.[OH:1][n:2]1[c:3]2[cH:4][cH:5][cH:6][cH:7][c:8]2[n:9][n:10]1>>[NH:18]([CH:19]1[CH2:20][N:21]([c:23]2[s:24][c:25]([C:31](=[O:32])[O:33][CH2:34][CH3:35])[c:26]([CH:28]([CH3:29])[CH3:30])[n:27]2)[CH2:22]1)[C:44]([c:39]1[n:38][c:37]([Cl:36])[c:41]([CH2:42][CH3:43])[nH:40]1)=[O:45]. Reactants: C(C)OC(C(C(=O)C)CC1=CC=C(C=C1)OC)=O (α-(4-methoxybenzyl)-acetoacetic acid ethyl ester), CC(C1=CC=C(C=C1)C)NN (α-methyl-4-methylbenzylhydrazine). Solvent: C(C)O (ethanol). Conditions: time 8 hour. Yields the product CC=1NN(C(C1CC1=CC=C(C=C1)OC)=O)C(C1=CC=C(C=C1)C)C (3-Methyl-4-(4-methoxybenzyl)-1-(α,4-dimethylbenzyl)-pyrazol-5-one). RXN SMILES: C(O[C:4](=[O:18])[CH:5]([CH2:9][C:10]1[CH:15]=[CH:14][C:13]([O:16][CH3:17])=[CH:12][CH:11]=1)[C:6]([CH3:8])=O)C.[CH3:19][CH:20]([NH:28][NH2:29])[C:21]1[CH:26]=[CH:25][C:24]([CH3:27])=[CH:23][CH:22]=1>C(O)C>[CH3:8][C:6]1[NH:29][N:28]([CH:20]([CH3:19])[C:21]2[CH:26]=[CH:25][C:24]([CH3:27])=[CH:23][CH:22]=2)[C:4](=[O:18])[C:5]=1[CH2:9][C:10]1[CH:11]=[CH:12][C:13]([O:16][CH3:17])=[CH:14][CH:15]=1. Reported procedure: 31 g of α-(4-methoxybenzyl)-acetoacetic acid ethyl ester were added to a solution of 15 g of α-methyl-4-methylbenzylhydrazine in 30 ml of absolute ethanol in an inert gas atmosphere, during which the temperature of the reaction mixture rose to 60°C. After heating for 2 hours under reflux and standing overnight, the product crystallized out and was recrystallized from a mixture of ethanol and a little dimethylformamide. The reactants are O(C1=CC=CC=C1)CC1=CC=C(C(=N1)C(=O)O)C(=O)O (6-phenoxymethylpyridine-2,3-dicarboxylic acid), C(OC)COC (dimethoxyethane), C(C)(=O)OC(C)=O (acetic anhydride). Solvent: N1=CC=CC=C1 (pyridine). Product: O(C1=CC=CC=C1)CC1=CC=C2C(=N1)C(=O)OC2=O (6-phenoxymethylpyridine-2,3-dicarboxylic acid anhydride). As a reaction SMILES: [O:1]([CH2:8][C:9]1[N:14]=[C:13]([C:15]([OH:17])=O)[C:12]([C:18]([OH:20])=[O:19])=[CH:11][CH:10]=1)[C:2]1[CH:7]=[CH:6][CH:5]=[CH:4][CH:3]=1.C(COC)OC.C(OC(=O)C)(=O)C>N1C=CC=CC=1>[O:1]([CH2:8][C:9]1[N:14]=[C:13]2[C:15]([O:20][C:18](=[O:19])[C:12]2=[CH:11][CH:10]=1)=[O:17])[C:2]1[CH:3]=[CH:4][CH:5]=[CH:6][CH:7]=1. Reported procedure: 30 g of 6-phenoxymethylpyridine-2,3-dicarboxylic acid are added to a mixture of 100 ml of dimethoxyethane, 28 ml of acetic anhydride and 15 ml of pyridine while stirring and the reaction mixture is further stirred for one hour at room temperature. The whole is then concentrated by evaporation under a high vacuum. The above anhydride remains in the form of a light-coloured oil.